This data is from the Open Reaction Database (ORD), a public repository of structured organic reaction records. The task is: describe an organic reaction: reactants, conditions, products, and yield Conditions: time 8 hour. As a reaction SMILES: [Cl:1][C:2]1[CH:3]=[CH:4][C:5]2[C:6]3[C:7](=[CH:23][N:24]([C:26]4[CH:31]=[CH:30][CH:29]=[CH:28][CH:27]=4)[N:25]=3)[C:8]([CH2:12][CH2:13][NH:14][C:15]3[CH:22]=[CH:21][C:18]([C:19]#[N:20])=[CH:17][CH:16]=3)=[N:9][C:10]=2[CH:11]=1.[Cl:32][C:33]1[CH:38]=[CH:37][C:36]([N:39]=[C:40]=[O:41])=[CH:35][CH:34]=1>C(Cl)Cl>[Cl:32][C:33]1[CH:38]=[CH:37][C:36]([NH:39][C:40](=[O:41])[N:14]([CH2:13][CH2:12][C:8]2[C:7]3=[CH:23][N:24]([C:26]4[CH:27]=[CH:28][CH:29]=[CH:30][CH:31]=4)[N:25]=[C:6]3[C:5]3[CH:4]=[CH:3][C:2]([Cl:1])=[CH:11][C:10]=3[N:9]=2)[C:15]2[CH:22]=[CH:21][C:18]([C:19]#[N:20])=[CH:17][CH:16]=2)=[CH:35][CH:34]=1. Starting materials: ClC=1C=CC=2C=3C(C(=NC2C1)CCNC1=CC=C(C#N)C=C1)=CN(N3)C3=CC=CC=C3 (4[[2-(7-Chloro-2-phenyl-2H-pyrazolo[4,3-c]quinolin-4-yl)ethyl]amino]benzonitrile), ClC1=CC=C(C=C1)N=C=O (p-chlorophenylisocyanate). Solvent: C(Cl)Cl (methylene chloride). Yields the product ClC1=CC=C(C=C1)NC(N(C1=CC=C(C=C1)C#N)CCC1=NC=2C=C(C=CC2C=2C1=CN(N2)C2=CC=CC=C2)Cl)=O (N'-(4-Chlorophenyl)-N-[2-(7-chloro-2-phenyl-2H-pyrazolo[4,3-c]quinolin-4-yl)ethyl]-N-(4-cyanophenyl)urea). Isolated yield 59.9%. Procedure: A mixture of 150 mg (0.35 mmol) of the compound of Example 1, 100 mg (0.65 mmol) of p-chlorophenylisocyanate, and 10 ml of methylene chloride is stirred at ambient temperature overnight. The resulting precipitate is collected to furnish 121 mg (60%) of title compound: IR (KBr) 3360, 2220, 1660, 1590, 1520, 1500, 1490 cm-1 ; NMR (DMSO-d6) δ 9.56 (s, 1H), 8.8 (s, 1H, exchangeable), 8.8-7.26 (complex m, 16H), 4.45 (t, 2H), and 3.5 (t, 2H).